This data is from the Open Reaction Database (ORD), a public repository of structured organic reaction records. The task is: describe an organic reaction: reactants, conditions, products, and yield As a reaction SMILES: [CH3:31][C:32](=[O:33])[O:34][C:35](=[O:36])[CH3:37].[CH3:44][N:45]([c:46]1[cH:47][cH:48][n:49][cH:50][cH:51]1)[CH3:52].[CH3:53][CH2:54][O:55][C:56]([CH3:57])=[O:58].[Cl:1][c:2]1[cH:3][cH:4][c:5]([S:8][c:9]2[c:10](-[c:21]3[cH:22][cH:23][c:24]([C:27]([CH3:28])([CH3:29])[OH:30])[cH:25][cH:26]3)[n:11][c:12](-[c:15]3[cH:16][cH:17][cH:18][cH:19][cH:20]3)[n:13]2[CH3:14])[cH:6][cH:7]1.[cH:38]1[cH:39][cH:40][n:41][cH:42][cH:43]1>>[Cl:1][c:2]1[cH:3][cH:4][c:5]([S:8][c:9]2[c:10](-[c:21]3[cH:22][cH:23][c:24]([C:27]([CH3:28])([CH3:29])[O:30][C:32]([CH3:31])=[O:33])[cH:25][cH:26]3)[n:11][c:12](-[c:15]3[cH:16][cH:17][cH:18][cH:19][cH:20]3)[n:13]2[CH3:14])[cH:6][cH:7]1. Reactants: CC(=O)OC(C)=O, CN(C)c1ccncc1, CCOC(C)=O, Cn1c(-c2ccccc2)nc(-c2ccc(C(C)(C)O)cc2)c1Sc1ccc(Cl)cc1, c1ccncc1. Yields the product CC(=O)OC(C)(C)c1ccc(-c2nc(-c3ccccc3)n(C)c2Sc2ccc(Cl)cc2)cc1. The reactants are [H-].[Al+3].[Li+].[H-].[H-].[H-] (lithium aluminum hydride), COC(C(CCCC(C)(OC)OC)C)=O (6,6-dimethoxy-2-methylheptanoic acid methyl ester), CO (methanol), resultant suspension. Solvent: C1CCOC1 (THF), C1CCOC1 (THF). Reaction conditions: time 3 hour. The product is OCC(CCCC(C)=O)C (7-hydroxy-6-methylheptan-2-one). The yield is 80.6%. Reaction SMILES: [H-].[Al+3].[Li+].[H-].[H-].[H-].C[O:8][C:9](=O)[CH:10]([CH3:20])[CH2:11][CH2:12][CH2:13][C:14](OC)([O:16]C)[CH3:15].CO>C1COCC1>[OH:8][CH2:9][CH:10]([CH3:20])[CH2:11][CH2:12][CH2:13][C:14](=[O:16])[CH3:15] |f:0.1.2.3.4.5|. Reported procedure: 0.74 g (content 80%, 15.6 mmol) of lithium aluminum hydride was suspended in 7.0 g of THF, and the resultant suspension was cooled to 0° C. Next, 2.37 g(content 84.4%, 9.2 mmol) of 6,6-dimethoxy-2-methylheptanoic acid methyl ester was dissolved in 3.0 g of THF to give a solution which was then dropped into the above-described suspension at 0° C. over a period of 1.5 hours. Next, the reaction mixture as stirred at the same temperature for 3 hours, then, 1.47 g (45.9 mmol) of methanol was dropped ... The reactants are CN1C[C@H]2CCC3=C([C@@H]2CC1)C=CC=C3 (trans-1,2,3,4,4a,5,6,10b-octahydro-3-methyl-benz[f]isoquinoline), N#CBr (cyanogen bromide). Run in C(Cl)(Cl)Cl (chloroform), C(Cl)(Cl)Cl (chloroform). Yields the product C1CNC[C@H]2CCC3=C([C@H]12)C=CC=C3 (trans-1,2,3,4,4a,5,6,10b-Octahydrobenz[f]isoquinoline). Yield: 92.0%. RXN SMILES: C[N:2]1[CH2:11][CH2:10][C@@H:9]2[C@H:4]([CH2:5][CH2:6][C:7]3[CH:15]=[CH:14][CH:13]=[CH:12][C:8]=32)[CH2:3]1.N#CBr>C(Cl)(Cl)Cl>[CH2:10]1[C@@H:9]2[C@H:4]([CH2:5][CH2:6][C:7]3[CH:15]=[CH:14][CH:13]=[CH:12][C:8]=32)[CH2:3][NH:2][CH2:11]1. Reported procedure: A solution of 0.218 g (1.08 mmol) of trans-1,2,3,4,4a,5,6,10b-octahydro-3-methyl-benz[f]isoquinoline in 3 ml of chloroform was added over 25 min to a solution of 0.140 g (1.32 mmol) of cyanogen bromide in 1 ml of chloroform under nitrogen whilst stirring magnetically. After completion of the addition, the reaction was heated to reflux for 75 min, then allowed to cool. The solvent was evaporated in vacuo, then 5 ml of 2M hydrogen chloride solution was added and the reaction was heated to reflux f... Starting materials: [Cl-].[NH4+] (ammonium chloride), ClC=1C=CC2=C(NC(N(C2=O)C2=CC=C(C=C2)OCC(F)(F)F)=S)N1 (7-chloro-2-thioxo-3-[4-(2,2,2-trifluoroethoxy)phenyl]pyrido[2,3-d]pyrimidin-4(3H)-one), COC1=CC=C(CN)C=C1 (4-methoxybenzylamine), C([O-])([O-])=O.[K+].[K+] (potassium carbonate). Reagents/catalysts: [Cu]I (copper(I) iodide). Solvent: O (water), CN(C=O)C (N,N-dimethylformamide). Reaction conditions: temperature 130 celsius, time 2 hour. The product is COC1=CC=C(CNC=2C=CC3=C(NC(N(C3=O)C3=CC=C(C=C3)OCC(F)(F)F)=S)N2)C=C1 (7-[(4-methoxybenzyl)amino]-2-thioxo-3-[4-(2,2,2-trifluoroethoxy)phenyl]-2,3-dihydropyrido[2,3-d]pyrimidin-4(1H)-one). Reaction SMILES: Cl[C:2]1[CH:3]=[CH:4][C:5]2[C:10](=[O:11])[N:9]([C:12]3[CH:17]=[CH:16][C:15]([O:18][CH2:19][C:20]([F:23])([F:22])[F:21])=[CH:14][CH:13]=3)[C:8](=[S:24])[NH:7][C:6]=2[N:25]=1.[CH3:26][O:27][C:28]1[CH:35]=[CH:34][C:31]([CH2:32][NH2:33])=[CH:30][CH:29]=1.C(=O)([O-])[O-].[K+].[K+].[Cl-].[NH4+]>[Cu]I.O.CN(C)C=O>[CH3:26][O:27][C:28]1[CH:35]=[CH:34][C:31]([CH2:32][NH:33][C:2]2[CH:3]=[CH:4][C:5]3[C:10](=[O:11])[N:9]([C:12]4[CH:17]=[CH:16][C:15]([O:18][CH2:19][C:20]([F:23])([F:22])[F:21])=[CH:14][CH:13]=4)[C:8](=[S:24])[NH:7][C:6]=3[N:25]=2)=[CH:30][CH:29]=1 |f:2.3.4,5.6|. Procedure details: A mixture of 7-chloro-2-thioxo-3-[4-(2,2,2-trifluoroethoxy)phenyl]pyrido[2,3-d]pyrimidin-4(3H)-one (200 mg), 4-methoxybenzylamine (181 μl), copper(I) iodide (57 mg), potassium carbonate (166 mg) and N,N-dimethylformamide (3 ml) was stirred at 130° C. for 2 hr. To the reaction mixture were added saturated aqueous ammonium chloride solution and water, and the precipitate was collected by filtration, and dissolved in tetrahydrofuran. The solution was filtered through celite, and concentrated under ... Reactants: C1CCNCC1, Cl, O=C(O)CC(=O)O, O=Cc1ccc(Oc2c(-c3ccccc3)c(C(F)(F)F)cc3ccccc23)cc1, c1ccncc1. Yields the product O=C(O)C=Cc1ccc(Oc2c(-c3ccccc3)c(C(F)(F)F)cc3ccccc23)cc1. Reaction SMILES: [CH2:37]1[CH2:38][CH2:39][NH:40][CH2:41][CH2:42]1.[ClH:43].[OH:30][C:31](=[O:32])[CH2:33][C:34]([OH:35])=[O:36].[c:1]1(-[c:7]2[c:8]([O:21][c:22]3[cH:23][cH:24][c:25]([CH:26]=[O:27])[cH:28][cH:29]3)[c:9]3[cH:10][cH:11][cH:12][cH:13][c:14]3[cH:15][c:16]2[C:17]([F:18])([F:19])[F:20])[cH:2][cH:3][cH:4][cH:5][cH:6]1.[cH:44]1[cH:45][cH:46][n:47][cH:48][cH:49]1>>[c:1]1(-[c:7]2[c:8]([O:21][c:22]3[cH:23][cH:24][c:25]([CH:31]=[CH:33][C:34]([OH:35])=[O:36])[cH:28][cH:29]3)[c:9]3[cH:10][cH:11][cH:12][cH:13][c:14]3[cH:15][c:16]2[C:17]([F:18])([F:19])[F:20])[cH:2][cH:3][cH:4][cH:5][cH:6]1. The reactants are CNCCO, O=C(Nc1ccc(Cl)c(C(F)(F)F)c1)N(O)c1ccc(-n2cnc3c(Cl)ncnc32)cc1. Yields the product CN(CCO)c1ncnc2c1ncn2-c1ccc(N(O)C(=O)Nc2ccc(Cl)c(C(F)(F)F)c2)cc1. RXN SMILES: [CH3:33][NH:34][CH2:35][CH2:36][OH:37].[Cl:1][c:2]1[c:3]2[n:4][cH:5][n:6](-[c:11]3[cH:12][cH:13][c:14]([N:17]([C:18](=[O:19])[NH:20][c:21]4[cH:22][c:23]([C:28]([F:29])([F:30])[F:31])[c:24]([Cl:27])[cH:25][cH:26]4)[OH:32])[cH:15][cH:16]3)[c:7]2[n:8][cH:9][n:10]1>>[c:2]1([N:34]([CH3:33])[CH2:35][CH2:36][OH:37])[c:3]2[n:4][cH:5][n:6](-[c:11]3[cH:12][cH:13][c:14]([N:17]([C:18](=[O:19])[NH:20][c:21]4[cH:22][c:23]([C:28]([F:29])([F:30])[F:31])[c:24]([Cl:27])[cH:25][cH:26]4)[OH:32])[cH:15][cH:16]3)[c:7]2[n:8][cH:9][n:10]1.